Dataset: the Open Reaction Database (ORD), a public repository of structured organic reaction records. Task: describe an organic reaction: reactants, conditions, products, and yield Reactants: ClC1=C(C=CC(=C1)F)S(=O)(=O)Cl (2-Chloro-4-flourobenzenesulfonyl chloride), N1C=CC=2C(=NC=CC21)N2CCN(CC2)C(=O)OC(C)(C)C (tert-butyl 4-(1H-pyrrolo[3,2-c]pyridin-4-yl)piperazine-1-carboxylate). Product: Cl.ClC1=C(C=CC(=C1)F)S(=O)(=O)N1C=CC=2C(=NC=CC21)N2CCNCC2 (1-(2-Chloro-4-fluoro-benzenesulfonyl)-4-piperazin-1-yl-1H-pyrrolo[3,2-c]pyridine hydrochloride). As a reaction SMILES: [Cl:1][C:2]1[CH:7]=[C:6]([F:8])[CH:5]=[CH:4][C:3]=1[S:9](Cl)(=[O:11])=[O:10].[NH:13]1[C:21]2[CH:20]=[CH:19][N:18]=[C:17]([N:22]3[CH2:27][CH2:26][N:25](C(OC(C)(C)C)=O)[CH2:24][CH2:23]3)[C:16]=2[CH:15]=[CH:14]1>>[ClH:1].[Cl:1][C:2]1[CH:7]=[C:6]([F:8])[CH:5]=[CH:4][C:3]=1[S:9]([N:13]1[C:21]2[CH:20]=[CH:19][N:18]=[C:17]([N:22]3[CH2:23][CH2:24][NH:25][CH2:26][CH2:27]3)[C:16]=2[CH:15]=[CH:14]1)(=[O:11])=[O:10] |f:2.3|. Procedure: 2-Chloro-4-flourobenzenesulfonyl chloride (29.5 mg) was added to tert-butyl 4-(1H-pyrrolo[3,2-c]pyridin-4-yl)piperazine-1-carboxylate the title compound (2.4 mg). LC/MS RT: 1.361 (System 10 till 40% MeCN over 1.5 min, ACE C8), Purity. 90%. MS: 396 (M+1) The reactants are OC(C(=CC(=O)O)C)C1=C(C(=C(C=C1)OC)OC)C(C)C (4-Hydroxy-4-[3,4-dimethoxy-2-(1-methylethyl)phenyl]-3-methylbut-2-enoic Acid), [H][H] (hydrogen). The reagents and catalysts are [Pd] (palladium on carbon). The solvent is C(C)(=O)O (acetic acid). The product is COC=1C(=C(C=CC1OC)CC(CC(=O)O)C)C(C)C (4-[3,4-Dimethoxy-2-(1-methylethyl)phenyl]-3-methylbutanoic Acid). Yield: 89.1%. As a reaction SMILES: O[CH:2]([C:9]1[CH:14]=[CH:13][C:12]([O:15][CH3:16])=[C:11]([O:17][CH3:18])[C:10]=1[CH:19]([CH3:21])[CH3:20])[C:3]([CH3:8])=[CH:4][C:5]([OH:7])=[O:6].[H][H]>C(O)(=O)C.[Pd]>[CH3:18][O:17][C:11]1[C:10]([CH:19]([CH3:21])[CH3:20])=[C:9]([CH2:2][CH:3]([CH3:8])[CH2:4][C:5]([OH:7])=[O:6])[CH:14]=[CH:13][C:12]=1[O:15][CH3:16]. Procedure: Compound 9 (7.00 g, 23.8 mmol) in 100 mL of acetic acid was hydrogenated on a Parr hydrogenator with 0.4 g of 10% palladium on carbon and 60 psi hydrogen pressure at 60° C. for 20 h. The reaction mixture was vacuum filtered through celite and the celite was washed with ether. The solvent was evaporated in a fume hood and the residual oil was distilled bulb to bulb (170° C./1 torr) to give 5.95 g (21.2 mmol, 89%) of 10 as an amber oil which crystallized on standing to form nearly colorless microc... The reactants are C(#N)C=1C=C(C(=CC1)N)N (4-cyano-benzene-1,2-diamine), S1C(=CC=C1)C(C(=O)O)=O ((thiophen-2-yl) oxo-acetic acid). Yields the product C(#N)C=1C=C2N=C(C(NC2=CC1)=O)C=1SC=CC1 (6-cyano-3-thiophen-2-yl-1H-quinoxalin-2-one). RXN SMILES: [C:1]([C:3]1[CH:4]=[C:5]([NH2:10])[C:6]([NH2:9])=[CH:7][CH:8]=1)#[N:2].[S:11]1[CH:15]=[CH:14][CH:13]=[C:12]1[C:16](=O)[C:17](O)=[O:18]>>[C:1]([C:3]1[CH:4]=[C:5]2[C:6](=[CH:7][CH:8]=1)[NH:9][C:17](=[O:18])[C:16]([C:12]1[S:11][CH:15]=[CH:14][CH:13]=1)=[N:10]2)#[N:2]. Procedure details: The quinoxalin-2-one of the present example is prepared with 4-cyano-benzene-1,2-diamine and (thiophen-2-yl) oxo-acetic acid via the method described in Example 12 to afford 6-cyano-3-thiophen-2-yl-1H-quinoxalin-2-one. The reactants are C1(CCCCC1)N (Cyclohexylamine), C(C)(C)[Mg]Cl (isopropylmagnesium chloride), C(C)[Si](OCC)(OCC)OCC (Ethyltriethoxysilane). The solvent is O1CCCC1 (tetrahydrofuran). Conditions: temperature 70 celsius. Yields the product C(C)[Si](OCC)(OCC)NC1CCCCC1 (ethyl(cyclohexylamino)diethoxysilane). The yield is 83.0%. As a reaction SMILES: C([Mg]Cl)(C)C.[CH:6]1([NH2:12])[CH2:11][CH2:10][CH2:9][CH2:8][CH2:7]1.[CH2:13]([Si:15](OCC)([O:19][CH2:20][CH3:21])[O:16][CH2:17][CH3:18])[CH3:14]>O1CCCC1>[CH2:13]([Si:15]([NH:12][CH:6]1[CH2:11][CH2:10][CH2:9][CH2:8][CH2:7]1)([O:19][CH2:20][CH3:21])[O:16][CH2:17][CH3:18])[CH3:14]. Procedure: Following the same general procedure described in Example 1, a 500 ml, four-necked flask fitted with a pressure equalizing funnel was charged with 0.5 mol of isopropylmagnesium chloride in 250 ml of tetrahydrofuran. Cyclohexylamine, 0.55 mol (52 g), was added over 30 minutes via a pressure equalizing funnel. The contents were refluxed for 15 minutes to complete the evolution of gas. Ethyltriethoxysilane, 0.5 mol (96 g) was added via the pressure equalizing funnel. The contents were refluxed at a... The reactants are COc1cc(C(=O)N2CCC(CCN3CCC(C(N)=O)(c4ccccc4)CC3)(c3ccc(O[Si](C)(C)C(C)(C)C)cc3)C2)cc(OC)c1OC, C1CCOC1, CCCC[N+](CCCC)(CCCC)CCCC, ClCCl, [F-]. Yields the product COc1cc(C(=O)N2CCC(CCN3CCC(C(N)=O)(c4ccccc4)CC3)(c3ccc(O)cc3)C2)cc(OC)c1OC. RXN SMILES: [C:1]([Si:2]([CH3:3])([CH3:4])[O:6][c:7]1[cH:8][cH:9][c:10]([C:13]2([CH2:32][CH2:33][N:34]3[CH2:35][CH2:36][C:37]([C:40](=[O:41])[NH2:42])([c:43]4[cH:44][cH:45][cH:46][cH:47][cH:48]4)[CH2:38][CH2:39]3)[CH2:14][N:15]([C:18]([c:19]3[cH:20][c:21]([O:29][CH3:30])[c:22]([O:27][CH3:28])[c:23]([O:25][CH3:26])[cH:24]3)=[O:31])[CH2:16][CH2:17]2)[cH:11][cH:12]1)([CH3:5])([CH3:49])[CH3:50].[CH2:51]1[O:52][CH2:53][CH2:54][CH2:55]1.[CH3:57][CH2:58][CH2:59][CH2:60][N+:61]([CH2:62][CH2:63][CH2:64][CH3:65])([CH2:66][CH2:67][CH2:68][CH3:69])[CH2:70][CH2:71][CH2:72][CH3:73].[Cl:74][CH2:75][Cl:76].[F-:56]>>[OH:6][c:7]1[cH:8][cH:9][c:10]([C:13]2([CH2:32][CH2:33][N:34]3[CH2:35][CH2:36][C:37]([C:40](=[O:41])[NH2:42])([c:43]4[cH:44][cH:45][cH:46][cH:47][cH:48]4)[CH2:38][CH2:39]3)[CH2:14][N:15]([C:18]([c:19]3[cH:20][c:21]([O:29][CH3:30])[c:22]([O:27][CH3:28])[c:23]([O:25][CH3:26])[cH:24]3)=[O:31])[CH2:16][CH2:17]2)[cH:11][cH:12]1. Reactants: FC1=CC=C(C=C1)C(F)(F)F (4-fluorobenzotrifluoride), CN(C=O)C (dimethylformamide), CN(CCC(O)C1=CC=CC=C1)C (3-dimethylamino-1-phenyl-1-propanol), [H-].[Na+] (sodium hydride), CN(C=O)C (dimethylformamide), CN(C=O)C (dimethylformamide), ice water. Reaction conditions: time 2 hour. Yields the product CN(CCCC1=CC(=CC=C1)OC1=CC=C(C=C1)C(F)(F)F)C (N,N-dimethyl-3-[ 4-(trifluoromethyl)phenoxy]benzenepropanamine). Isolated yield 100.0%. RXN SMILES: [CH3:1][N:2]([CH3:13])[CH2:3][CH2:4][CH:5]([C:7]1[CH:12]=[CH:11][CH:10]=[CH:9][CH:8]=1)O.[H-].[Na+].F[C:17]1[CH:22]=[CH:21][C:20]([C:23]([F:26])([F:25])[F:24])=[CH:19][CH:18]=1.CN(C)C=[O:30]>>[CH3:1][N:2]([CH3:13])[CH2:3][CH2:4][CH2:5][C:7]1[CH:12]=[CH:11][CH:10]=[C:9]([O:30][C:17]2[CH:22]=[CH:21][C:20]([C:23]([F:26])([F:25])[F:24])=[CH:19][CH:18]=2)[CH:8]=1 |f:1.2|. Procedure details: Sodium borohydride (6.7 g) was slowly added to a solution of 3-dimethylaminopropiophenone (15.5 g) in 2-propanol (125 ml) and methanol (25 ml). After two hrs, the reaction mixture was stirred with water and extracted with ethyl acetate-ether. The organic extract was washed with water and saturated sodium chloride solution, dried over anhydrous magnesium sulfate, filtered, and the filtrate was evaporated to give 15.2 g (97%) of 3-dimethylamino-1-phenyl-1-propanol, as an oil. A solution of 3-dimet...